describe an organic reaction: reactants, conditions, products, and yield From a dataset of the Open Reaction Database (ORD), a public repository of structured organic reaction records. The reactants are C(C1=CC=CC=C1)OC=1C=C(C=CC1)C1=CC=C(C(=O)OC)C=C1 (methyl 4-[3-(benzyloxy)phenyl]benzoate), [H-].[Al+3].[Li+].[H-].[H-].[H-] (lithium aluminum hydride), Cl (hydrochloric acid), C(C)(=O)OCC (ethyl acetate). Solvent: O1CCCC1 (tetra hydrofuran). Conditions: time 10 minute. Yields the product C(C1=CC=CC=C1)OC=1C=C(C=CC1)C1=CC=C(CO)C=C1 (4-[3-(benzyloxy)-phenyl]benzyl alcohol). Yield: 29.2%. As a reaction SMILES: [CH2:1]([O:8][C:9]1[CH:10]=[C:11]([C:15]2[CH:24]=[CH:23][C:18]([C:19](OC)=[O:20])=[CH:17][CH:16]=2)[CH:12]=[CH:13][CH:14]=1)[C:2]1[CH:7]=[CH:6][CH:5]=[CH:4][CH:3]=1.[H-].[Al+3].[Li+].[H-].[H-].[H-].C(OCC)(=O)C.Cl>O1CCCC1>[CH2:1]([O:8][C:9]1[CH:10]=[C:11]([C:15]2[CH:16]=[CH:17][C:18]([CH2:19][OH:20])=[CH:23][CH:24]=2)[CH:12]=[CH:13][CH:14]=1)[C:2]1[CH:3]=[CH:4][CH:5]=[CH:6][CH:7]=1 |f:1.2.3.4.5.6|. Procedure details: To a solution of methyl 4-[3-(benzyloxy)phenyl]benzoate (1.2 g) in tetra hydrofuran (20 mL) was added lithium aluminum hydride (0.21 g) under ice-cooling, and the mixture was stirred at the same temperature for 10 minutes, and stirred at room temperature for 2 hours. To the reaction mixture was added ethyl acetate (10 mL), and the mixture was stirred at room temperature for 10 minutes. The reaction mixture was acidified by addition of 1 mol/L hydrochloric acid, and the resulting mixture was extr...